This data is from the Open Reaction Database (ORD), a public repository of structured organic reaction records. The task is: describe an organic reaction: reactants, conditions, products, and yield Reactants: BrCCCCC1=CC=CC=C1 (1-bromo-4-phenylbutane), [C-]#N.[Na+] (sodium cyanide), O (water). Run in C(C)O (ethanol). Conditions: time 5 hour. The product is C1(=CC=CC=C1)CCCC#N (4-Phenylbutyronitrile). As a reaction SMILES: Br[CH2:2][CH2:3][CH2:4][CH2:5][C:6]1[CH:11]=[CH:10][CH:9]=[CH:8][CH:7]=1.[C-]#[N:13].[Na+].O>C(O)C>[C:6]1([CH2:5][CH2:4][CH2:3][C:2]#[N:13])[CH:11]=[CH:10][CH:9]=[CH:8][CH:7]=1 |f:1.2|. Reported procedure: A mixture of 1-bromo-4-phenylbutane (58.8 g, 0.24 mole) and sodium cyanide (25 g, 0.5 mole) in ethanol (300 ml)-water (100 ml) is heated at reflux with stirring for 5 hours. The resulting reaction mixture is concentrated in vacuo and extracted with ether. The ethereal extract is filtered and evaporated at reduced pressure to afford the title compound which is purified by distillation. The reactants are C(C)C1=C(C(=CC=C1)CC)C1=CC(=C(C(=N1)C#N)CO[Si](C)(C)C)OC (6-(2,6-diethyl-phenyl)-4-methoxy-3-trimethylsilanyloxy methyl-pyridine-2-carbonitrile), C(Br)(Br)(Br)Br (CBr4), C1(=CC=CC=C1)P(C1=CC=CC=C1)C1=CC=CC=C1 (triphenylphosphine), CC(=O)C (acetone). Run in CCOCC (ether), O (Water), CC#N (CH3CN). Run at time 1 hour. Yields the product BrCC=1C(=NC(=CC1OC)C1=C(C=CC=C1CC)CC)C#N (3-bromomethyl-6-(2,6-diethyl-phenyl)-4-methoxy-pyridine-2-carbonitrile). RXN SMILES: [CH2:1]([C:3]1[CH:8]=[CH:7][CH:6]=[C:5]([CH2:9][CH3:10])[C:4]=1[C:11]1[N:16]=[C:15]([C:17]#[N:18])[C:14]([CH2:19]O[Si](C)(C)C)=[C:13]([O:25][CH3:26])[CH:12]=1)[CH3:2].C(Br)(Br)(Br)[Br:28].C1(P(C2C=CC=CC=2)C2C=CC=CC=2)C=CC=CC=1.CC(C)=O>CC#N.CCOCC.O>[Br:28][CH2:19][C:14]1[C:15]([C:17]#[N:18])=[N:16][C:11]([C:4]2[C:3]([CH2:1][CH3:2])=[CH:8][CH:7]=[CH:6][C:5]=2[CH2:9][CH3:10])=[CH:12][C:13]=1[O:25][CH3:26]. Procedure: A stirred solution of 6-(2,6-diethyl-phenyl)-4-methoxy-3-trimethylsilanyloxy methyl-pyridine-2-carbonitrile (200 mg, 0.54 mmol) in CH3CN (5 mL) is treated with CBr4 (270 mg, 0.81 mmol) and triphenylphosphine (215 mg, 0.81 mmol) at 0° C. under nitrogen. After one hour, acetone (50 mg) is added and the resulting mixture is stirred at room temperature overnight. Water (5 mL) and ether (10 mL) are then added to the mixture, and the organic layer is separated. The organic layer is washed with water, ... The reactants are BrC1=CC2=C(C=3N=C(SC3CCO2)C=2N(N=CN2)CC(F)(F)F)C=C1 (8-Bromo-2-[2-(2,2,2-trifluoro-ethyl)-2H-[1,2,4]triazol-3-yl]-4,5-dihydro-6-oxa-3-thia-1-aza-benzo[e]azulene), BrC1=CC2=C(C=3N=C(SC3CCO2)C(=O)N)C=C1 (8-bromo-4,5-dihydro-6-oxa-3-thia-1-aza-benzo[e]azulene-2-carboxylic acid amide), N(N)CCO (2-hydrazino-ethanol). Product: BrC1=CC2=C(C=3N=C(SC3CCO2)C2=NC=NN2CCO)C=C1 (2-[5-(8-Bromo-4,5-dihydro-6-oxa-3-thia-1-aza-benzo[e]azulen-2-yl)-[1,2,4]triazol-1-yl]-ethanol). Reaction SMILES: [Br:1][C:2]1[CH:25]=[CH:24][C:5]2[C:6]3[N:7]=[C:8]([C:14]4[N:15]([CH2:19][C:20](F)(F)F)[N:16]=[CH:17][N:18]=4)[S:9][C:10]=3[CH2:11][CH2:12][O:13][C:4]=2[CH:3]=1.BrC1C=CC2C3N=C(C(N)=O)SC=3CC[O:38]C=2C=1.N(CCO)N>>[Br:1][C:2]1[CH:25]=[CH:24][C:5]2[C:6]3[N:7]=[C:8]([C:14]4[N:15]([CH2:19][CH2:20][OH:38])[N:16]=[CH:17][N:18]=4)[S:9][C:10]=3[CH2:11][CH2:12][O:13][C:4]=2[CH:3]=1. Procedure details: Following the procedure for 8-Bromo-2-[2-(2,2,2-trifluoro-ethyl)-2H-[1,2,4]triazol-3-yl]-4,5-dihydro-6-oxa-3-thia-1-aza-benzo[e]azulene, 8-Bromo-4,5-dihydro-6-oxa-3-thia-1-aza-benzo[e]azulene-2-carboxylic acid amide 25 was reacted with 2-hydrazino-ethanol to give 2-[5-(8-Bromo-4,5-dihydro-6-oxa-3-thia-1-aza-benzo[e]azulen-2-yl)-[1,2,4]triazol-1-yl]-ethanol. MS(ESI+) 393.0/395.0. Starting materials: [BH4-], [Na+], [Na+], [OH-], O=C(O)C(F)(F)F, OC(c1ccccc1)c1cc2ccccc2s1. The product is c1ccc(Cc2cc3ccccc3s2)cc1. As a reaction SMILES: [BH4-:18].[Na+:19].[Na+:21].[OH-:20].[OH:22][C:23]([C:24]([F:25])([F:26])[F:27])=[O:28].[s:1]1[c:2]2[c:3]([cH:4][c:5]1[CH:6]([OH:7])[c:8]1[cH:9][cH:10][cH:11][cH:12][cH:13]1)[cH:14][cH:15][cH:16][cH:17]2>>[s:1]1[c:2]2[c:3]([cH:4][c:5]1[CH2:6][c:8]1[cH:9][cH:10][cH:11][cH:12][cH:13]1)[cH:14][cH:15][cH:16][cH:17]2. Starting materials: C(C(=O)O)(=O)O.C(C1=CC=CC=C1)OC=1C=C2CCNC(C2=CC1NS(=O)(=O)C)CC1=CC(=C(C(=C1)Br)OC)Br (N-[6-benzyloxy-1-(3,5-dibromo-4-methoxy-benzyl)-1,2,3,4-tetrahydroisoquinolin-7-yl]-methanesulfonamide oxalate), Cl (HCl), 1h. Solvent: CO (methanol). Yields the product Cl.BrC=1C=C(CC2NCCC3=CC(=C(C=C23)NS(=O)(=O)C)O)C=C(C1OC)Br (N-[1-(3,5-dibromo-4-methoxy-benzyl)-6-hydroxy-1,2,3,4-tetrahydro-isoquinolin-7-yl]-methanesulfonamide hydrochloride). Reaction SMILES: C(O)(=O)C(O)=O.C([O:14][C:15]1[CH:16]=[C:17]2[C:22](=[CH:23][C:24]=1[NH:25][S:26]([CH3:29])(=[O:28])=[O:27])[CH:21]([CH2:30][C:31]1[CH:36]=[C:35]([Br:37])[C:34]([O:38][CH3:39])=[C:33]([Br:40])[CH:32]=1)[NH:20][CH2:19][CH2:18]2)C1C=CC=CC=1.[ClH:41]>CO>[ClH:41].[Br:40][C:33]1[CH:32]=[C:31]([CH:36]=[C:35]([Br:37])[C:34]=1[O:38][CH3:39])[CH2:30][CH:21]1[C:22]2[C:17](=[CH:16][C:15]([OH:14])=[C:24]([NH:25][S:26]([CH3:29])(=[O:28])=[O:27])[CH:23]=2)[CH2:18][CH2:19][NH:20]1 |f:0.1,4.5|. Reported procedure: A solution of N-[6-benzyloxy-1-(3,5-dibromo-4-methoxy-benzyl)-1,2,3,4-tetrahydroisoquinolin-7-yl]-methanesulfonamide oxalate (3.98 g, 0.0057 mol) in a mixture of conc. HCl (50 mL) and methanol (50 mL) was refluxed for 1h, cooled and concentrated. A residue was crystallized from methanol—ethyl ether mixture. Yield 2.75 g (87%), M.p. 244-245° C. (dec.). 1H NMR (300 MHz, DMSO) δ 2.9 (s, 3H), 2.95-3.22 (m, 4H), 3.25-3.45 (m, 2H), 3.79 (s, 3H), 4.67 (m, 1H), 6.75 (s, 1H), 7.15 (s, 1H), 7.79 (s, 2H), ... The reactants are Cc1cc(C)c([O-])c(C)c1, [K+], O=C=O, Oc1ccccc1. Yields the product O=C(O)c1ccc(O)cc1. RXN SMILES: [CH3:8][c:9]1[cH:10][c:11]([CH3:12])[cH:13][c:14]([CH3:15])[c:16]1[O-:17].[K+:18].[O:19]=[C:20]=[O:21].[OH:1][c:2]1[cH:3][cH:4][cH:5][cH:6][cH:7]1>>[OH:1][c:2]1[cH:3][cH:4][c:5]([C:20](=[O:19])[OH:21])[cH:6][cH:7]1. Reactants: C([O-])(O)=O.[Na+] (sodium bicarbonate), FC1=CC=C(C=C1)O (4-Fluorophenol), C(C)(=O)[O-].[Na+] (sodium acetate), C(C)(=O)OC(C)=O (acetic anhydride). The solvent is O (water), C1=CC=CC=C1 (benzene). Yields the product C(C)(=O)OC1=CC=C(C=C1)F (4-Fluorophenyl acetate). Yield: 128.9%. As a reaction SMILES: [F:1][C:2]1[CH:7]=[CH:6][C:5]([OH:8])=[CH:4][CH:3]=1.[C:9]([O-])(=[O:11])[CH3:10].[Na+].C(OC(=O)C)(=O)C.C(=O)(O)[O-].[Na+]>C1C=CC=CC=1.O>[C:9]([O:8][C:5]1[CH:6]=[CH:7][C:2]([F:1])=[CH:3][CH:4]=1)(=[O:11])[CH3:10] |f:1.2,4.5|. Reported procedure: 4-Fluorophenol (112.1 g, 1.0 mole), sodium acetate (68.89 g, 0.74 mole) and acetic anhydride (107.6 g, 1.05 mole) were mixed in benzene (220 ml) with stirring and heated under reflux for 2 hours. After cooling, water (500 ml) and sodium bicarbonate (100 g, 1.19 mole) were added to the reaction mixture and the mixture was stirred. The mixture was allowed to stand to separate into layers and the aqueous layer was extracted with benzene (500 ml). The organic layers were combined, dried over anhydro...